From a dataset of the Open Reaction Database (ORD), a public repository of structured organic reaction records. describe an organic reaction: reactants, conditions, products, and yield Starting materials: O=S1(CCN(CC1)CCN(S(=O)(=O)C1=C(C=CC=C1)[N+](=O)[O-])CCN1CCS(CC1)(=O)=O)=O (N,N-bis(2-(1,1-dioxido-4-thiomorpholinyl)ethyl)-2-nitrobenzenesulfonamide), C1(=CC=CC=C1)S (thiophenol), C([O-])([O-])=O.[K+].[K+] (Potassium carbonate). Solvent: C(C)#N (acetonitrile), C(C)(=O)OCC (ethyl acetate). Reaction conditions: time 18 hour. Yields the product O=S1(CCN(CC1)CCNCCN1CCS(CC1)(=O)=O)=O (2-(1,1-dioxido-4-thiomorpholinyl)-N-(2-(1,1-dioxido-4-thiomorpholinyl)ethyl)ethanamine). Isolated yield 99.3%. As a reaction SMILES: [O:1]=[S:2]1(=[O:33])[CH2:7][CH2:6][N:5]([CH2:8][CH2:9][N:10]([CH2:23][CH2:24][N:25]2[CH2:30][CH2:29][S:28](=[O:32])(=[O:31])[CH2:27][CH2:26]2)S(C2C=CC=CC=2[N+]([O-])=O)(=O)=O)[CH2:4][CH2:3]1.C1(S)C=CC=CC=1.C(=O)([O-])[O-].[K+].[K+]>C(#N)C.C(OCC)(=O)C>[O:32]=[S:28]1(=[O:31])[CH2:29][CH2:30][N:25]([CH2:24][CH2:23][NH:10][CH2:9][CH2:8][N:5]2[CH2:4][CH2:3][S:2](=[O:1])(=[O:33])[CH2:7][CH2:6]2)[CH2:26][CH2:27]1 |f:2.3.4|. Reported procedure: N,N-bis(2-(1,1-dioxido-4-thiomorpholinyl)ethyl)-2-nitrobenzenesulfonamide (0.85 g, 1.13 mmol) and thiophenol (0.373 g, 3.39 mmol) were combined in dry acetonitrile (10 mL). Potassium carbonate (0.936 g, 6.78 mmol) was added and the mixture was stirred at rt for 18 h. The mixture was diluted with ethyl acetate and filtered to remove unwanted solids. The crude filtrate was concentrated in vacuo, redissolved in methanol, and loaded onto a strong cation exchange resin cartridge to capture the desire... The solvent is ClCCl.CO (dichloromethane methanol), C(C)N(CC)CC (triethylamine). Procedure details: A dichloromethane solution containing 395 mg of (1S,4aS,6S,7R,7aR)-6,7-epoxy-1,4a,5,6,7,7a-hexahydro-7-methyl-1-(methylcarbamoyloxy)cyclopenta[c]-pyrane-4-carboxylic acid described in Example 1 was cooled with ice followed by addition of 0.49 ml of triethylamine, 0.38 ml of diphenylphosphate azide and 118 mg of methylamine hydrochloride and stirring for 15 hours at room temperature. The reaction mixture was then extracted with dichloromethane. After washing the organic phase with dilute hydrochl... RXN SMILES: ClCCl.[O:4]1[C@@:21]2([CH3:22])[C@@H:5]1[CH2:6][C@@H:7]1[C:12]([C:13](O)=[O:14])=[CH:11][O:10][C@@H:9]([O:16][C:17](=[O:20])[NH:18][CH3:19])[C@H:8]12.[N-]=[N+]=[N-].C1(OP([O-])(OC2C=CC=CC=2)=O)C=CC=CC=1.Cl.[CH3:44][NH2:45]>ClCCl.CO.C(N(CC)CC)C>[CH3:44][NH:45][C:13]([C:12]1[C@H:7]2[CH2:6][C@@H:5]3[O:4][C@:21]3([CH3:22])[C@@H:8]2[C@H:9]([O:16][C:17](=[O:20])[NH:18][CH3:19])[O:10][CH:11]=1)=[O:14] |f:2.3,4.5,6.7|. Conditions: time 15 hour. The product is CNC(=O)C=1[C@@H]2[C@@H]([C@@H](OC1)OC(NC)=O)[C@@]1([C@H](C2)O1)C ((1S,4aS,6S,7R,7aR)-6,7-epoxy-1,4a,5,6,7,7a-hexahydro-7-methyl-1-(methylcarbamoyloxy)cyclopenta[c]-pyrane-4-carboxylic acid methylamide). Yield: 46.8%. Reactants: [N-]=[N+]=[N-].C1(=CC=CC=C1)OP(=O)(OC1=CC=CC=C1)[O-] (diphenylphosphate azide), Cl.CN (methylamine hydrochloride), ClCCl (dichloromethane), O1[C@H]2C[C@H]3[C@@H]([C@@H](OC=C3C(=O)O)OC(NC)=O)[C@]21C ((1S,4aS,6S,7R,7aR)-6,7-epoxy-1,4a,5,6,7,7a-hexahydro-7-methyl-1-(methylcarbamoyloxy)cyclopenta[c]-pyrane-4-carboxylic acid). Yields the product Fc1ccc(COCC2CCNCC2)cc1. As a reaction SMILES: [C:1]([O:2][C:3](=[O:4])[N:8]1[CH2:9][CH2:10][CH:11]([CH2:14][O:15][CH2:16][c:17]2[cH:18][cH:19][c:20]([F:23])[cH:21][cH:22]2)[CH2:12][CH2:13]1)([CH3:5])([CH3:6])[CH3:7].[F:24][C:25]([F:26])([F:27])[C:28]([OH:29])=[O:30].[OH2:36].[S:31](=[O:32])(=[O:33])([OH:34])[OH:35]>>[NH:8]1[CH2:9][CH2:10][CH:11]([CH2:14][O:15][CH2:16][c:17]2[cH:18][cH:19][c:20]([F:23])[cH:21][cH:22]2)[CH2:12][CH2:13]1. The reactants are CC(C)(C)OC(=O)N1CCC(COCc2ccc(F)cc2)CC1, O=C(O)C(F)(F)F, O, O=S(=O)(O)O. Starting materials: 3d, ClC(C(=O)Cl)(Cl)Cl (Trichloroacetyl chloride), C(C1=CC=CC=C1)OCC=C (allyl benzyl ether), COCCOC (1,2-dimethoxyethane). The reagents and catalysts are [Cu].[Zn] (zinc-copper couple). Run in C(C)OCC (diethyl ether). The product is C(C1=CC=CC=C1)OCC1C(C(C1)=O)(Cl)Cl (3-(Benzyloxymethyl)-2,2-dichlorocyclobutanone). RXN SMILES: [Cl:1][C:2]([Cl:7])(Cl)[C:3](Cl)=[O:4].[CH2:8]([O:15][CH2:16][CH:17]=[CH2:18])[C:9]1[CH:14]=[CH:13][CH:12]=[CH:11][CH:10]=1.COCCOC>[Cu].[Zn].C(OCC)C>[CH2:8]([O:15][CH2:16][CH:17]1[CH2:18][C:3](=[O:4])[C:2]1([Cl:7])[Cl:1])[C:9]1[CH:14]=[CH:13][CH:12]=[CH:11][CH:10]=1 |f:3.4|. Reported procedure: Trichloroacetyl chloride (108 ml, 0.96 mol) was added slowly to a stirred suspension of freshly activated zinc-copper couple (56 g), allyl benzyl ether (50 ml, 0.32 mol), dry 1,2-dimethoxyethane (95 ml) and dry diethyl ether (550 ml) in a 2 L three-neck flask under argon. The reactants were heated under gentle reflux for 3d. The products were then filtered and the residue was washed with ether. The combined filtrate and washings were concentrated under reduced pressure. Light petroleum ether was...